From a dataset of the Open Reaction Database (ORD), a public repository of structured organic reaction records. describe an organic reaction: reactants, conditions, products, and yield Reactants: C(C1=CC=CC=C1)=O (benzaldehyde), [BH3-]C#N.[Na+] (NaBH3CN), Cl (HCl), Cl.COC(C(NC(CN(C)S(=O)(=O)C1=CC=C(C=C1)C)=O)CC1CCNCC1)=O (N-(Toluene-4-sulfonyl)sarcosyl-β-(piperidin-4-yl)-D,L-alanine methyl ester hydrochloride). Solvent: C1CCOC1 (THF), C(C)N(CC)CC (Triethylamine), C(=O)(O)[O-].[Na+] (NaHCO3), CO (MeOH). Reaction conditions: time 5 hour. Yields the product COC(C(NC(CN(C)S(=O)(=O)C1=CC=C(C=C1)C)=O)CC1CCN(CC1)CC1=CC=CC=C1)=O (N-(toluene-4-sulfonyl)sarcosyl-β-(N-benzylpiperidin-4-yl)-D,L-alanine methyl ester). The yield is 52.1%. Reaction SMILES: Cl.[CH3:2][O:3][C:4](=[O:29])[CH:5]([CH2:22][CH:23]1[CH2:28][CH2:27][NH:26][CH2:25][CH2:24]1)[NH:6][C:7](=[O:21])[CH2:8][N:9]([S:11]([C:14]1[CH:19]=[CH:18][C:17]([CH3:20])=[CH:16][CH:15]=1)(=[O:13])=[O:12])[CH3:10].[CH:30](=O)[C:31]1[CH:36]=[CH:35][CH:34]=[CH:33][CH:32]=1.[BH3-]C#N.[Na+].Cl>CO.C1COCC1.C([O-])(O)=O.[Na+].C(N(CC)CC)C>[CH3:2][O:3][C:4](=[O:29])[CH:5]([CH2:22][CH:23]1[CH2:28][CH2:27][N:26]([CH2:30][C:31]2[CH:36]=[CH:35][CH:34]=[CH:33][CH:32]=2)[CH2:25][CH2:24]1)[NH:6][C:7](=[O:21])[CH2:8][N:9]([S:11]([C:14]1[CH:19]=[CH:18][C:17]([CH3:20])=[CH:16][CH:15]=1)(=[O:13])=[O:12])[CH3:10] |f:0.1,3.4,8.9|. Reported procedure: N-(Toluene-4-sulfonyl)sarcosyl-β-(piperidin-4-yl)-D,L-alanine methyl ester hydrochloride (180 mg, 0.402 mmol) was dissolved in MeOH (3 mL). Triethylamine (56 μL), benzaldehyde (53 mg, 0.502 mmol) and 1.0 M NaBH3CN in THF (400 μL) were added and the mixture was stirred for 5 hr. 1N HCl (3 mL) was added and the mixture was stirred for 5 minutes before diluting with saturated aqueous NaHCO3 (30 mL). The mixture was extracted with EtOAc (3×25 mL) and the combined extracts were dried (Na2SO4), filter... Reported procedure: To a stirred solution of 3,4,5-trichloropyridazine (500 mg, 5.5 mmol) and DIPEA (1 mL) in propan-2-ol (5 mL) was added (R)-tert-butyl pyrrolidin-3-ylcarbamate (508 mg, 5.5 mmol) at ambient temperature. The solvent was removed and the residue was purified by column chromatography (petroleum ether/ethyl acetate=2/1, v/v) to afford the title desired product (500 mg, 55%). 1H NMR (300 MHz, CDCl3): 8.42 (s, 1H), 5.06 (br s, 1H), 4.36 (br s, 1H), 4.05-3.99 (m, 1H), 3.90-3.66 (m, 3H), 2.28-2.23 (m, 1H)... The yield is 52.0%. Reactants: Cl.Cl.N[C@H]1CN(CC1)C=1C=C(N=NC1)NCCOC ((R)-5-(3-aminopyrrolidin-1-yl)-N-(2-methoxyethyl)pyridazin-3-amine dihydrochloride), COCCNC1=CC(=CN=N1)N1C[C@@H](CC1)NC(OC(C)(C)C)=O ((R)-tert-butyl 1-(6-(2-methoxyethylamino)pyridazin-4-yl)pyrrolidin-3-ylcarbamate), Cl (HCl). Yields the product ClC=1C(=CN=NC1Cl)N1C[C@@H](CC1)NC(OC(C)(C)C)=O ((R)-tert-butyl 1-(5,6-dichloropyridazin-4-yl)pyrrolidin-3-ylcarbamate). As a reaction SMILES: [ClH:1].[ClH:2].N[C@@H]1CCN(C2C=C(NCCOC)N=NC=2)C1.COCCN[C:25]1[N:30]=[N:29][CH:28]=[C:27]([N:31]2[CH2:35][CH2:34][C@@H:33]([NH:36][C:37](=[O:43])[O:38][C:39]([CH3:42])([CH3:41])[CH3:40])[CH2:32]2)[CH:26]=1.Cl>CO.CCOCC>[Cl:1][C:26]1[C:27]([N:31]2[CH2:35][CH2:34][C@@H:33]([NH:36][C:37](=[O:43])[O:38][C:39]([CH3:42])([CH3:41])[CH3:40])[CH2:32]2)=[CH:28][N:29]=[N:30][C:25]=1[Cl:2] |f:0.1.2|. Conditions: time 16 hour. The solvent is CO (MeOH), CCOCC (ether). Isolated yield 49.9%. Reagents/catalysts: C1=CC=C(C=C1)P([C-]2C=CC=C2)C3=CC=CC=C3.C1=CC=C(C=C1)P([C-]2C=CC=C2)C3=CC=CC=C3.Cl[Pd]Cl.[Fe+2] (PdCl2(dppf)). Yields the product ClC1=C(C#N)C=CC(=C1)C=1C=NC=C(C1C(C)O)F (2-Chloro-4-[5-fluoro-4-(1-hydroxy-ethyl)-pyridin-3-yl]-benzonitrile). Reaction SMILES: [Cl:1][C:2]1[CH:9]=[C:8](B2OC(C)(C)C(C)(C)O2)[CH:7]=[CH:6][C:3]=1[C:4]#[N:5].Br[C:20]1[CH:21]=[N:22][CH:23]=[C:24]([F:29])[C:25]=1[CH:26]([OH:28])[CH3:27].C(Cl)Cl.C([O-])([O-])=O.[Na+].[Na+]>CN(C=O)C.C1C=CC(P(C2C=CC=CC=2)[C-]2C=CC=C2)=CC=1.C1C=CC(P(C2C=CC=CC=2)[C-]2C=CC=C2)=CC=1.Cl[Pd]Cl.[Fe+2]>[Cl:1][C:2]1[CH:9]=[C:8]([C:20]2[CH:21]=[N:22][CH:23]=[C:24]([F:29])[C:25]=2[CH:26]([OH:28])[CH3:27])[CH:7]=[CH:6][C:3]=1[C:4]#[N:5] |f:3.4.5,7.8.9.10|. Reported procedure: To the solution of 2-Chloro-4-(4,4,5,5-tetramethyl-[1,3,2]dioxaborolan-2-yl)-benzonitrile (263 mg, 1.00 mmol), 1-(3-Bromo-5-Fluoro-pyridin-4-yl)-ethanol (220 mg, 1.00 mmol) and PdCl2(dppf). CH2Cl2 adduct (65 mg, 0.08 mmol) in DMF (4 mL) was added 2M Na2CO3 solution (1.50 ml, 3.00 mmol) under nitrogen atmosphere. The mixture was stirred and heated at 100° C. for 4 hrs. After letting cool to room temperature, solvent was removed in vacuo. The resulting residue was dissolved in DCM and sat. NH4Cl s... Reactants: C(Cl)Cl (CH2Cl2), C(=O)([O-])[O-].[Na+].[Na+] (Na2CO3), ClC1=C(C#N)C=CC(=C1)B1OC(C(O1)(C)C)(C)C (2-Chloro-4-(4,4,5,5-tetramethyl-[1,3,2]dioxaborolan-2-yl)-benzonitrile), BrC=1C=NC=C(C1C(C)O)F (1-(3-Bromo-5-Fluoro-pyridin-4-yl)-ethanol). Run in CN(C)C=O (DMF). Reaction conditions: temperature 100 celsius. Reported procedure: To a solution of allyl (5R,6S)-3-[(E)-2-{(2S)-1-allyloxycarbonylpyrrolidin-2-yl}-1-methylethenyl]-6-[(1R)-1-t-butyldimethylsilyloxyethyl]-7-oxo-1-azabicyclo[3.2.0]hept-2-ene-2-carboxylate (5.36 g) in tetrahydrofuran (60 ml) were added acetic acid (5.6 ml) and a 1M solution of tetrabutylammonium fluoride in tetrahydrofuran (49 ml) at 0° C. After standing at ambient temperature for 7 hours and at 5° C. for 14 hours, the reaction mixture was taken up into a mixture of ethyl acetate (200 ml) and wat... Reaction conditions: time 14 hour. Run in O (water), C(C)(=O)OCC (ethyl acetate), O1CCCC1 (tetrahydrofuran), O1CCCC1 (tetrahydrofuran). Product: C(C=C)OC(=O)N1[C@@H](CCC1)/C=C(\C)/C1=C(N2C([C@@H]([C@H]2C1)[C@@H](C)O)=O)C(=O)OCC=C (allyl (5R,6S)-3-[(E)-2-{(2S)-1-allyloxycarbonylpyrrolidin-2-yl}-1-methylethenyl]-6-[(1R)-1-hydroxyethyl]-7-oxo-1-azabicyclo[3.2.0]hept-2-ene-2-carboxylate). The reactants are [F-].C(CCC)[N+](CCCC)(CCCC)CCCC (tetrabutylammonium fluoride), C(O)([O-])=O.[Na+] (sodium hydrogen carbonate), C(C=C)OC(=O)N1[C@@H](CCC1)/C=C(\C)/C1=C(N2C([C@@H]([C@H]2C1)[C@@H](C)O[Si](C)(C)C(C)(C)C)=O)C(=O)OCC=C (allyl (5R,6S)-3-[(E)-2-{(2S)-1-allyloxycarbonylpyrrolidin-2-yl}-1-methylethenyl]-6-[(1R)-1-t-butyldimethylsilyloxyethyl]-7-oxo-1-azabicyclo[3.2.0]hept-2-ene-2-carboxylate), C(C)(=O)O (acetic acid), solution. Yield: 66.6%. As a reaction SMILES: [CH2:1]([O:4][C:5]([N:7]1[CH2:11][CH2:10][CH2:9][C@H:8]1/[CH:12]=[C:13](/[C:15]1[CH2:21][C@H:20]2[N:17]([C:18](=[O:32])[C@@H:19]2[C@H:22]([O:24][Si](C(C)(C)C)(C)C)[CH3:23])[C:16]=1[C:33]([O:35][CH2:36][CH:37]=[CH2:38])=[O:34])\[CH3:14])=[O:6])[CH:2]=[CH2:3].C(O)(=O)C.[F-].C([N+](CCCC)(CCCC)CCCC)CCC.C(=O)([O-])O.[Na+]>O1CCCC1.O.C(OCC)(=O)C>[CH2:1]([O:4][C:5]([N:7]1[CH2:11][CH2:10][CH2:9][C@H:8]1/[CH:12]=[C:13](/[C:15]1[CH2:21][C@H:20]2[N:17]([C:18](=[O:32])[C@@H:19]2[C@H:22]([OH:24])[CH3:23])[C:16]=1[C:33]([O:35][CH2:36][CH:37]=[CH2:38])=[O:34])\[CH3:14])=[O:6])[CH:2]=[CH2:3] |f:2.3,4.5|.